The task is: describe an organic reaction: reactants, conditions, products, and yield. This data is from the Open Reaction Database (ORD), a public repository of structured organic reaction records. The reactants are N(=[N+]=[N-])CC=1C=C(C(C(=O)OC)=CC1)O (methyl 4-azidomethylsalicylate), [H][H] (hydrogen), Cl (hydrochloric acid). Reagents/catalysts: [Pd] (Palladium on carbon). The solvent is O (water), C(C)O (ethanol), CO (methanol), 2L. Yields the product Cl.NCC=1C=C(C(C(=O)OC)=CC1)O (methyl 4-aminomethylsalicylate hydrochloride). Isolated yield 65.0%. RXN SMILES: [N:1]([CH2:4][C:5]1[CH:6]=[C:7]([OH:15])[C:8](=[CH:13][CH:14]=1)[C:9]([O:11][CH3:12])=[O:10])=[N+]=[N-].[ClH:16].[H][H]>CO.[Pd].O.C(O)C>[ClH:16].[NH2:1][CH2:4][C:5]1[CH:6]=[C:7]([OH:15])[C:8](=[CH:13][CH:14]=1)[C:9]([O:11][CH3:12])=[O:10] |f:7.8|. Procedure details: Crude methyl 4-azidomethylsalicylate was dissolved in methanol (750 mL) in a 2L Parr hydrogenation flask. Palladium on carbon catalyst (10% [w/w], 3.8 g) in water (25 mL) was added, followed by concentrated hydrochloric acid (35 mL). The flask was affixed to a Parr hydrogenator, and the mixture was shaken at room temperature under 40 psi of hydrogen for 16 hours. The reaction mixture was then filtered through a 0.45 mm nylon filter. The retained solid was then washed with methanol (150 mL), wate... The reactants are N1=CC(=CC=C1)B(O)O (3-pyridyl boronic acid), BrC1=CC=C(C=C1)C=1OC(=C(N1)CCN1[C@@H](CCC1)C)C (2-(4-Bromo-phenyl)-5-methyl-4-[2-((R)-2-methyl-pyrrolidin-1-yl)-ethyl]-oxazole). The product is CC1=C(N=C(O1)C1=CC=C(C=C1)C=1C=NC=CC1)CCN1[C@@H](CCC1)C (3-(4-{5-Methyl-4-[2-((R)-2-methyl-pyrrolidin-1-yl)-ethyl]-oxazol-2-yl}-phenyl)-pyridine). Reaction SMILES: [N:1]1[CH:6]=[CH:5][CH:4]=[C:3](B(O)O)[CH:2]=1.Br[C:11]1[CH:16]=[CH:15][C:14]([C:17]2[O:18][C:19]([CH3:30])=[C:20]([CH2:22][CH2:23][N:24]3[CH2:28][CH2:27][CH2:26][C@H:25]3[CH3:29])[N:21]=2)=[CH:13][CH:12]=1>>[CH3:30][C:19]1[O:18][C:17]([C:14]2[CH:15]=[CH:16][C:11]([C:3]3[CH:2]=[N:1][CH:6]=[CH:5][CH:4]=3)=[CH:12][CH:13]=2)=[N:21][C:20]=1[CH2:22][CH2:23][N:24]1[CH2:28][CH2:27][CH2:26][C@H:25]1[CH3:29]. Procedure details: The title compound is prepared in a manner substantially analogous to example 133 starting from 3-pyridyl boronic acid (176 mg, 1.43 mmol) and 2-(4-Bromo-phenyl)-5-methyl-4-[2-((R)-2-methyl-pyrrolidin-1-yl)-ethyl]-oxazole (100 mg, 0.287 mmol) to give 49 mg (49%). MS (m/e) 348.3 (M+1) Procedure: Using the method described in Example 49, 3-cyclohexyl-2-[4-(2,6-difluoro-phenoxy)-6-oxo-6H-pyridazin-1-yl]-propionic acid (Intermediate 33) and 1-((R)-2,2-dimethyl-[1,3]dioxolan-4-ylmethyl)-1H-pyrazol-3-ylamine (Intermediate 4) afforded 3-cyclohexyl-2-[4-(2,6-difluoro-phenoxy)-6-oxo-6H-pyridazin-1-yl]-N-[1-((R)-2,2-dimethyl-[1,3]dioxolan-4-ylmethyl)-1H-pyrazol-3-yl]-propionamide as a white solid as a mixture of diastereomers (2.01 g, 94%); ES+-HRMS m/e calcd for C28H33N5O5F2 [M+H+] 558.2523 fou... Reactants: C1(CCCCC1)CC(C(=O)O)N1N=CC(=CC1=O)OC1=C(C=CC=C1F)F (3-cyclohexyl-2-[4-(2,6-difluoro-phenoxy)-6-oxo-6H-pyridazin-1-yl]-propionic acid), CC1(OC[C@H](O1)CN1N=C(C=C1)N)C (1-((R)-2,2-dimethyl-[1,3]dioxolan-4-ylmethyl)-1H-pyrazol-3-ylamine), C1(CCCCC1)CC(C(=O)O)N1N=CC(=CC1=O)OC1=C(C=CC=C1F)F (3-cyclohexyl-2-[4-(2,6-difluoro-phenoxy)-6-oxo-6H-pyridazin-1-yl]-propionic acid), CC1(OC[C@H](O1)CN1N=C(C=C1)N)C (1-((R)-2,2-dimethyl-[1,3]dioxolan-4-ylmethyl)-1H-pyrazol-3-ylamine). Reaction SMILES: [CH:1]1([CH2:7][CH:8]([N:12]2[C:17](=[O:18])[CH:16]=[C:15]([O:19][C:20]3[C:25]([F:26])=[CH:24][CH:23]=[CH:22][C:21]=3[F:27])[CH:14]=[N:13]2)[C:9](O)=[O:10])[CH2:6][CH2:5][CH2:4][CH2:3][CH2:2]1.[CH3:28][C:29]1([CH3:41])[O:33][C@H:32]([CH2:34][N:35]2[CH:39]=[CH:38][C:37]([NH2:40])=[N:36]2)[CH2:31][O:30]1>>[CH:1]1([CH2:7][CH:8]([N:12]2[C:17](=[O:18])[CH:16]=[C:15]([O:19][C:20]3[C:25]([F:26])=[CH:24][CH:23]=[CH:22][C:21]=3[F:27])[CH:14]=[N:13]2)[C:9]([NH:40][C:37]2[CH:38]=[CH:39][N:35]([CH2:34][C@@H:32]3[CH2:31][O:30][C:29]([CH3:41])([CH3:28])[O:33]3)[N:36]=2)=[O:10])[CH2:2][CH2:3][CH2:4][CH2:5][CH2:6]1. Yields the product C1(CCCCC1)CC(C(=O)NC1=NN(C=C1)C[C@H]1OC(OC1)(C)C)N1N=CC(=CC1=O)OC1=C(C=CC=C1F)F (3-cyclohexyl-2-[4-(2,6-difluoro-phenoxy)-6-oxo-6H-pyridazin-1-yl]-N-[1-((R)-2,2-dimethyl-[1,3]dioxolan-4-ylmethyl)-1H-pyrazol-3-yl]-propionamide).